describe an organic reaction: reactants, conditions, products, and yield From a dataset of the Open Reaction Database (ORD), a public repository of structured organic reaction records. The reactants are OC=1C=C(SC1)C(=O)OC (methyl 4-hydroxy-2-thiophenecarboxylate), Cl.ClCC1=NC=CC=C1 (2-chloromethylpyridine hydrochloride), C([O-])([O-])=O.[K+].[K+] (potassium carbonate). Solvent: CC(CC)=O (2-butanone). The product is N1=C(C=CC=C1)COC=1C=C(SC1)C(=O)OC (Methyl 4-(2-pyridinylmethoxy)-2-thiophenecarboxylate). Reaction SMILES: [OH:1][C:2]1[CH:3]=[C:4]([C:7]([O:9][CH3:10])=[O:8])[S:5][CH:6]=1.Cl.Cl[CH2:13][C:14]1[CH:19]=[CH:18][CH:17]=[CH:16][N:15]=1.C(=O)([O-])[O-].[K+].[K+]>CC(=O)CC>[N:15]1[CH:16]=[CH:17][CH:18]=[CH:19][C:14]=1[CH2:13][O:1][C:2]1[CH:3]=[C:4]([C:7]([O:9][CH3:10])=[O:8])[S:5][CH:6]=1 |f:1.2,3.4.5|. Reported procedure: 3.00 g (19.0 mmol) of methyl 4-hydroxy-2-thiophenecarboxylate, 3.11 g (19.0 mmol) of 2-chloromethylpyridine hydrochloride and 5.24 g (37.9 mmol) of potassium carbonate are heated under reflux in 60 ml of absolute 2-butanone for 10 hours under nitrogen. The mixture is then evaporated in vacuo and the residue is partitioned between methylene chloride and saturated sodium bicarbonate solution. The aqueous phase is extracted twice more with 100 ml of methylene chloride each time and the combined org... Starting materials: COC1=NC(=NC=C1)CSC1=NC=2C(N1)=CSC2 (2-(4-methoxy-2-pyrimidinylmethylthio)-1H-thieno[3,4-d]imidazole), ClC1=CC(=CC=C1)C(=O)OO (m-chloroperbenzoic acid). The solvent is ClCCl (dichloromethane). Conditions: time 15 minute. Yields the product COC1=NC(=NC=C1)CS(=O)C1=NC=2C(N1)=CSC2 (2-(4-Methoxy-2-pyrimidinylmethylsulfinyl)-1H-thieno[3,4-d]imidazole). Reaction SMILES: [CH3:1][O:2][C:3]1[CH:8]=[CH:7][N:6]=[C:5]([CH2:9][S:10][C:11]2[NH:15][C:14]3=[CH:16][S:17][CH:18]=[C:13]3[N:12]=2)[N:4]=1.ClC1C=CC=C(C(OO)=[O:27])C=1>ClCCl>[CH3:1][O:2][C:3]1[CH:8]=[CH:7][N:6]=[C:5]([CH2:9][S:10]([C:11]2[NH:12][C:13]3=[CH:18][S:17][CH:16]=[C:14]3[N:15]=2)=[O:27])[N:4]=1. Procedure details: 1.1 g of 2-(4-methoxy-2-pyrimidinylmethylthio)-1H-thieno[3,4-d]imidazole were dissolved in 100 ml of dichloromethane and, at -10° C., 820 mg of m-chloroperbenzoic acid were added in portions. The mixture was then stirred at room temperature for 15 minutes, extracted by shaking with sodium bicarbonate solution, and the organic phase was dried over sodium sulfate and concentrated. Purification by chromatography resulted in 300 mg of 2-(4-methoxy-2-pyrimidinylmethylsulfinyl)1H-thieno[3,4-d]imidazol... Reaction conditions: time 8 hour. Reaction SMILES: [CH2:1]1[CH:6]2[C:7]([NH:9][CH:3]([CH2:4][CH2:5]2)[CH2:2]1)=[O:8].[ClH:10].[CH3:11][OH:12]>>[ClH:10].[NH2:9][C@@H:3]1[CH2:4][CH2:5][C@H:6]([C:7]([O:12][CH3:11])=[O:8])[CH2:1][CH2:2]1 |f:3.4|. The product is Cl.N[C@H]1CC[C@H](CC1)C(=O)OC (cis-4-amino-cyclohexanecarboxylic acid, methyl ester hydrochloride). The reactants are C1CC2CCC1C(=O)N2 (3-isoquinuclidone), CO (methanol), Cl (HCl). Procedure: Dissolve 3-isoquinuclidone (1.5 g) in methanol (50 mL) and saturated with HCl. Let stand overnight then warm to reflux for 16 hours. Evaporate the solvent in vacuo to give cis-4-amino-cyclohexanecarboxylic acid, methyl ester hydrochloride as a white foam. Starting materials: [Cl-].[Al+3].[Cl-].[Cl-] (Aluminium chloride), NC1=C(C(=O)C2=CC(=C(C=C2)OC)OC)C=C(C(=C1)OC)OC (2-amino-4,5,3',4'-tetramethoxybenzophenone), C(#N)CC(=O)OC (methyl cyanoacetate). Run in O (water). Reaction conditions: temperature 100 celsius, time 2.5 hour. The product is COC=1C=C(C=CC1OC)C1=NC(=NC2=CC(=C(C=C12)OC)OC)CC(=O)OC (methyl 4-(3,4-dimethoxyphenyl)-6,7-dimethoxyquinazoline-2-acetate). Reaction SMILES: [Cl-].[Al+3].[Cl-].[Cl-].[NH2:5][C:6]1[CH:23]=[C:22]([O:24][CH3:25])[C:21]([O:26][CH3:27])=[CH:20][C:7]=1[C:8]([C:10]1[CH:15]=[CH:14][C:13]([O:16][CH3:17])=[C:12]([O:18][CH3:19])[CH:11]=1)=O.[C:28]([CH2:30][C:31]([O:33][CH3:34])=[O:32])#[N:29]>O>[CH3:19][O:18][C:12]1[CH:11]=[C:10]([C:8]2[C:7]3[C:6](=[CH:23][C:22]([O:24][CH3:25])=[C:21]([O:26][CH3:27])[CH:20]=3)[N:5]=[C:28]([CH2:30][C:31]([O:33][CH3:34])=[O:32])[N:29]=2)[CH:15]=[CH:14][C:13]=1[O:16][CH3:17] |f:0.1.2.3|. Reported procedure: Aluminium chloride powder (5.3 g) was added to a mixture of 2-amino-4,5,3',4'-tetramethoxybenzophenone (6.3 g) and methyl cyanoacetate (23 ml), and the mixture was stirred at 100° C. for 2.5 hours. The reaction mixture was poured into water and extracted with chloroform. The chloroform layer was washed with water and dried over magnesium sulfate. The residue was subjected to column chromatography on silica gel. The fractions eluted with hexane-ethyl acetate (4:1, v/v) gave methyl 4-(3,4-dimethox... Starting materials: O=C([O-])[O-], CNCCNC, CO, Clc1cnc(Oc2ccc3c(c2)CCN(C2CCC2)CC3)cn1, [Cu]I, [K+], [K+], O=C1CCCN1, C1COCCO1. Yields the product O=C1CCCN1c1cnc(Oc2ccc3c(c2)CCN(C2CCC2)CC3)cn1. As a reaction SMILES: [C:30](=[O:31])([O-:32])[O-:33].[CH3:36][NH:37][CH2:38][CH2:39][NH:40][CH3:41].[CH3:48][OH:49].[Cl:1][c:2]1[n:3][cH:4][c:5]([O:8][c:9]2[cH:10][c:11]3[c:12]([cH:22][cH:23]2)[CH2:13][CH2:14][N:15]([CH:18]2[CH2:19][CH2:20][CH2:21]2)[CH2:16][CH2:17]3)[n:6][cH:7]1.[Cu:50][I:51].[K+:34].[K+:35].[NH:24]1[C:25](=[O:29])[CH2:26][CH2:27][CH2:28]1.[O:42]1[CH2:43][CH2:44][O:45][CH2:46][CH2:47]1>>[c:2]1([N:24]2[C:25](=[O:29])[CH2:26][CH2:27][CH2:28]2)[n:3][cH:4][c:5]([O:8][c:9]2[cH:10][c:11]3[c:12]([cH:22][cH:23]2)[CH2:13][CH2:14][N:15]([CH:18]2[CH2:19][CH2:20][CH2:21]2)[CH2:16][CH2:17]3)[n:6][cH:7]1. Starting materials: C#CCCCO, CS(=O)(=O)Cl, CCN(C(C)C)C(C)C, ClCCl, [K+], O, O=S(=O)([O-])O. The product is C#CCCCOS(C)(=O)=O. As a reaction SMILES: [CH2:1]([CH2:2][CH2:3][C:4]#[CH:5])[OH:6].[CH3:7][S:8]([Cl:9])(=[O:10])=[O:11].[CH:12]([N:13]([CH2:14][CH3:15])[CH:16]([CH3:17])[CH3:18])([CH3:19])[CH3:20].[Cl:27][CH2:28][Cl:29].[K+:26].[OH2:30].[S:21](=[O:22])(=[O:23])([OH:24])[O-:25]>>[CH2:1]([CH2:2][CH2:3][C:4]#[CH:5])[O:6][S:8]([CH3:7])(=[O:10])=[O:11]. Yields the product CCOC(=O)c1ccc(-c2ccccc2CSCCO)cc1. The reactants are O=C([O-])[O-], CCOC(=O)c1cccc(-c2ccc(CSCCO)cc2)c1, CCOC(=O)c1ccc(-c2ccccc2CBr)cc1, [K+], [K+], CN(C)C=O, OCCS. RXN SMILES: [C:46](=[O:47])([O-:48])[O-:49].[CH2:1]([O:2][C:3]([c:4]1[cH:5][c:6](-[c:7]2[cH:8][cH:9][c:10]([CH2:11][S:19][CH2:20][CH2:21][OH:22])[cH:12][cH:13]2)[cH:14][cH:15][cH:16]1)=[O:17])[CH3:18].[CH2:23]([CH3:24])[O:25][C:26](=[O:27])[c:28]1[cH:29][cH:30][c:31](-[c:34]2[c:35]([CH2:40][Br:41])[cH:36][cH:37][cH:38][cH:39]2)[cH:32][cH:33]1.[K+:50].[K+:51].[O:52]=[CH:53][N:54]([CH3:55])[CH3:56].[SH:42][CH2:43][CH2:44][OH:45]>>[S:19]([CH2:20][CH2:21][OH:22])[CH2:40][c:35]1[c:34](-[c:31]2[cH:30][cH:29][c:28]([C:26]([O:25][CH2:23][CH3:24])=[O:27])[cH:33][cH:32]2)[cH:39][cH:38][cH:37][cH:36]1.